Dataset: the Open Reaction Database (ORD), a public repository of structured organic reaction records. Task: describe an organic reaction: reactants, conditions, products, and yield The reactants are CS(C)=O, CCN(C(C)C)C(C)C, O, c1ccc(-c2csc(N3CCNCC3)n2)cc1, O=C(Nc1cnccn1)OCC(Cl)(Cl)Cl. Product: O=C(Nc1cnccn1)N1CCN(c2nc(-c3ccccc3)cs2)CC1. RXN SMILES: [CH3:42][S:43]([CH3:44])=[O:45].[CH:33]([N:34]([CH:35]([CH3:36])[CH3:37])[CH2:38][CH3:39])([CH3:40])[CH3:41].[OH2:46].[c:16]1(-[c:22]2[n:23][c:24]([N:27]3[CH2:28][CH2:29][NH:30][CH2:31][CH2:32]3)[s:25][cH:26]2)[cH:17][cH:18][cH:19][cH:20][cH:21]1.[n:1]1[c:2]([NH:7][C:8]([O:9][CH2:10][C:11]([Cl:12])([Cl:13])[Cl:14])=[O:15])[cH:3][n:4][cH:5][cH:6]1>>[n:1]1[c:2]([NH:7][C:8](=[O:15])[N:30]2[CH2:29][CH2:28][N:27]([c:24]3[n:23][c:22](-[c:16]4[cH:17][cH:18][cH:19][cH:20][cH:21]4)[cH:26][s:25]3)[CH2:32][CH2:31]2)[cH:3][n:4][cH:5][cH:6]1.